Dataset: the Open Reaction Database (ORD), a public repository of structured organic reaction records. Task: describe an organic reaction: reactants, conditions, products, and yield Reactants: COC(CCNC(C1=CC=C(C=C1)C(CC(C)C)OC1=CC(=C(C=C1)Br)C1OCCCO1)=O)=O (3-{4-[1-(4-Bromo-3-[1,3]dioxan-2-yl-phenoxy)-3-methyl-butyl]-benzoylamino}-propionic acid methyl ester), [F-].[K+] (potassium Fluoride), C(C)(C)C1=CC=C(C=C1)B(O)O (4-isopropylphenyl boronic acid). The reagents and catalysts are C=1C=CC(=CC1)[P](C=2C=CC=CC2)(C=3C=CC=CC3)[Pd]([P](C=4C=CC=CC4)(C=5C=CC=CC5)C=6C=CC=CC6)([P](C=7C=CC=CC7)(C=8C=CC=CC8)C=9C=CC=CC9)[P](C=1C=CC=CC1)(C=1C=CC=CC1)C=1C=CC=CC1 (tetrakis(triphenylphosphine)palladium). Yields the product COC(CCNC(C1=CC=C(C=C1)C(CC(C)C)OC1=CC(=C(C=C1)C1=CC=C(C=C1)C(C)C)C1OCCCO1)=O)=O (3-{4-[1-(2-[1,3]Dioxan-2-yl-4′-isopropyl-biphenyl-4-yloxy)-3-methyl-butyl]-benzoylamino}-propionic acid methyl ester). Isolated yield 94.6%. As a reaction SMILES: [CH3:1][O:2][C:3](=[O:34])[CH2:4][CH2:5][NH:6][C:7](=[O:33])[C:8]1[CH:13]=[CH:12][C:11]([CH:14]([O:19][C:20]2[CH:25]=[CH:24][C:23](Br)=[C:22]([CH:27]3[O:32][CH2:31][CH2:30][CH2:29][O:28]3)[CH:21]=2)[CH2:15][CH:16]([CH3:18])[CH3:17])=[CH:10][CH:9]=1.[F-].[K+].[CH:37]([C:40]1[CH:45]=[CH:44][C:43](B(O)O)=[CH:42][CH:41]=1)([CH3:39])[CH3:38]>C1C=CC([P]([Pd]([P](C2C=CC=CC=2)(C2C=CC=CC=2)C2C=CC=CC=2)([P](C2C=CC=CC=2)(C2C=CC=CC=2)C2C=CC=CC=2)[P](C2C=CC=CC=2)(C2C=CC=CC=2)C2C=CC=CC=2)(C2C=CC=CC=2)C2C=CC=CC=2)=CC=1>[CH3:1][O:2][C:3](=[O:34])[CH2:4][CH2:5][NH:6][C:7](=[O:33])[C:8]1[CH:13]=[CH:12][C:11]([CH:14]([O:19][C:20]2[CH:25]=[CH:24][C:23]([C:43]3[CH:44]=[CH:45][C:40]([CH:37]([CH3:39])[CH3:38])=[CH:41][CH:42]=3)=[C:22]([CH:27]3[O:32][CH2:31][CH2:30][CH2:29][O:28]3)[CH:21]=2)[CH2:15][CH:16]([CH3:18])[CH3:17])=[CH:10][CH:9]=1 |f:1.2,^1:52,54,73,92|. Reported procedure: 3-{4-[1-(4-Bromo-3-[1,3]dioxan-2-yl-phenoxy)-3-methyl-butyl]-benzoylamino}-propionic acid methyl ester (560 mg, 1.05 mmol), potassium Fluoride (183 mg, 3.15 mmol), 4-isopropylphenyl boronic acid (344 mg, 2.1 mmol) and tetrakis(triphenylphosphine)palladium (121 mg, 0.105 mmol) are placed in a flask. After the reaction is purged with N2 for several times, THF/H2O (20 ml/5 ml) is added. The resulting solution is refluxed overnight, loaded on silica gel, eluted with hexane and ethyl acetate to give ... Reactants: C(C)(=O)N1C(CC2=CC(=CC=C12)C(C)=O)=O (1,5-diacetyl-2-indolinone), C(CCCCC)(=O)O (hexanoic acid). Product: C(C)(=O)N1C(C(C2=CC(=CC=C12)C(C)=O)=C(CCCCC)O)=O (1,5-diacetyl-3-(1-hydroxy-hexylidene)-2-indolinone). RXN SMILES: [C:1]([N:4]1[C:12]2[C:7](=[CH:8][C:9]([C:13](=[O:15])[CH3:14])=[CH:10][CH:11]=2)[CH2:6][C:5]1=[O:16])(=[O:3])[CH3:2].[C:17](O)(=[O:23])[CH2:18][CH2:19][CH2:20][CH2:21][CH3:22]>>[C:1]([N:4]1[C:12]2[C:7](=[CH:8][C:9]([C:13](=[O:15])[CH3:14])=[CH:10][CH:11]=2)[C:6](=[C:17]([OH:23])[CH2:18][CH2:19][CH2:20][CH2:21][CH3:22])[C:5]1=[O:16])(=[O:3])[CH3:2]. Procedure details: Prepared from 1,5-diacetyl-2-indolinone and hexanoic acid The reactants are CC(C)C(C(CC=C(C)C)(C)C)=O (2,4,4,7-tetramethyl-oct-6-en-3-one), [BH4-].[Na+] (sodium borohydride). The solvent is alcohol. Yields the product CC(C)C(C(CC=C(C)C)(C)C)O (2,4,4,7-Tetramethyl-oct-6-en-3-ol). Reaction SMILES: [CH3:1][CH:2]([C:4](=[O:13])[C:5]([CH3:12])([CH3:11])[CH2:6][CH:7]=[C:8]([CH3:10])[CH3:9])[CH3:3].[BH4-].[Na+]>>[CH3:3][CH:2]([CH:4]([OH:13])[C:5]([CH3:11])([CH3:12])[CH2:6][CH:7]=[C:8]([CH3:10])[CH3:9])[CH3:1] |f:1.2|. Procedure: 91 g of 2,4,4,7-tetramethyl-oct-6-en-3-one are stirred with 19 g of sodium borohydride in alcohol at 40° C. for 24 hours. The alcohol is distilled off, water is added and the product is extracted with tert-butyl methyl ether. The organic phase is washed neutral and distilled over a 40 cm packed column. Reactants: CN(Cc1ccc([N+](=O)[O-])cc1)C(=O)C(F)(F)F, CO, [Na+], [OH-]. The product is CNCc1ccc([N+](=O)[O-])cc1. Reaction SMILES: [CH3:1][N:2]([C:3](=[O:4])[C:5]([F:6])([F:7])[F:8])[CH2:9][c:10]1[cH:11][cH:12][c:13]([N+:16](=[O:17])[O-:18])[cH:14][cH:15]1.[CH3:21][OH:22].[Na+:20].[OH-:19]>>[CH3:1][NH:2][CH2:9][c:10]1[cH:11][cH:12][c:13]([N+:16](=[O:17])[O-:18])[cH:14][cH:15]1.